Dataset: the Open Reaction Database (ORD), a public repository of structured organic reaction records. Task: describe an organic reaction: reactants, conditions, products, and yield The reactants are Cn1ncnc1-c1cc(Cl)c(Br)s1, [Li]C(C)(C)C, CCCCc1cc(C)nc2c(I)c(C)nn12, C1CCOC1, [Cl-], [Cl-], [Zn+2]. The product is CCCCc1cc(C)nc2c(-c3sc(-c4ncnn4C)cc3Cl)c(C)nn12. As a reaction SMILES: [Br:1][c:2]1[c:3]([Cl:13])[cH:4][c:5](-[c:7]2[n:8][cH:9][n:10][n:11]2[CH3:12])[s:6]1.[C:14]([Li:15])([CH3:16])([CH3:17])[CH3:18].[CH2:19]([CH2:20][CH2:21][CH3:22])[c:23]1[cH:24][c:25]([CH3:34])[n:26][c:27]2[n:28]1[n:29][c:30]([CH3:33])[c:31]2[I:32].[CH2:38]1[O:39][CH2:40][CH2:41][CH2:42]1.[Cl-:35].[Cl-:37].[Zn+2:36]>>[c:2]1(-[c:31]2[c:27]3[n:26][c:25]([CH3:34])[cH:24][c:23]([CH2:19][CH2:20][CH2:21][CH3:22])[n:28]3[n:29][c:30]2[CH3:33])[c:3]([Cl:13])[cH:4][c:5](-[c:7]2[n:8][cH:9][n:10][n:11]2[CH3:12])[s:6]1. The reactants are N (ammonia), ClC1=C(C=CC(=C1OC1=CC=CC=C1)[N+](=O)[O-])OC1=CC=CC=C1 (2-chloro-4-nitro-1,3-diphenoxy-benzene), N (ammonia). Run in C1(=CC=CC=C1)C (toluene). Conditions: temperature 120 celsius. Product: ClC1=C(N)C(=CC=C1OC1=CC=CC=C1)[N+](=O)[O-] (2-Chloro-3-phenoxy-6-nitro-aniline). Isolated yield 98.0%. Reaction SMILES: [Cl:1][C:2]1[C:7](OC2C=CC=CC=2)=[C:6]([N+:15]([O-:17])=[O:16])[CH:5]=[CH:4][C:3]=1[O:18][C:19]1[CH:24]=[CH:23][CH:22]=[CH:21][CH:20]=1.[NH3:25]>C1(C)C=CC=CC=1>[Cl:1][C:2]1[C:3]([O:18][C:19]2[CH:24]=[CH:23][CH:22]=[CH:21][CH:20]=2)=[CH:4][CH:5]=[C:6]([N+:15]([O-:17])=[O:16])[C:7]=1[NH2:25]. Procedure: 68.3 gm of 2-chloro-4-nitro-1,3-diphenoxy-benzene were dissolved in 300 ml of toluene, and the solution was admixed with 100 ml of concentrated aqueous ammonia in an autoclave. The autoclave was then closed, the internal pressure was increased to 3 bar with gaseous ammonia, and the contents were heated for 12 hours at 120° C., whereby the internal pressure rose to about 13 bar. Thereafter, the contents were allowed to cool, and the organic phase was separated, extracted with dilute hydrochloric ... Starting materials: NC[C@H]1N(CCC[C@H]1C)C(=O)C1=C(C=CC(=C1)C)C=1N=NC=CC1 (((2S,3R)-2-(aminomethyl)-3-methylpiperidin-1-yl)(5-methyl-2-(pyridazin-3-yl)phenyl)methanone), ClC1=NC=C(C=N1)C(F)(F)F (2-chloro-5-(trifluoromethyl)pyrimidine). Yields the product C[C@H]1[C@H](N(CCC1)C(=O)C1=C(C=CC(=C1)C)C=1N=NC=CC1)CNC1=NC=C(C=N1)C(F)(F)F (((2S,3R)-3-Methyl-2-(((5-(trifluoromethyl)pyrimidin-2-yl)amino)methyl)piperidin-1-yl)(5-methyl-2-(pyridazin-3-yl)phenyl)methanone). As a reaction SMILES: [NH2:1][CH2:2][C@@H:3]1[C@H:8]([CH3:9])[CH2:7][CH2:6][CH2:5][N:4]1[C:10]([C:12]1[CH:17]=[C:16]([CH3:18])[CH:15]=[CH:14][C:13]=1[C:19]1[N:20]=[N:21][CH:22]=[CH:23][CH:24]=1)=[O:11].Cl[C:26]1[N:31]=[CH:30][C:29]([C:32]([F:35])([F:34])[F:33])=[CH:28][N:27]=1>>[CH3:9][C@@H:8]1[CH2:7][CH2:6][CH2:5][N:4]([C:10]([C:12]2[CH:17]=[C:16]([CH3:18])[CH:15]=[CH:14][C:13]=2[C:19]2[N:20]=[N:21][CH:22]=[CH:23][CH:24]=2)=[O:11])[C@@H:3]1[CH2:2][NH:1][C:26]1[N:31]=[CH:30][C:29]([C:32]([F:35])([F:34])[F:33])=[CH:28][N:27]=1. Procedure details: The title compound was prepared following the same general protocol as described for Example A1, using ((2S,3R)-2-(aminomethyl)-3-methylpiperidin-1-yl)(5-methyl-2-(pyridazin-3-yl)phenyl)methanone and 2-chloro-5-(trifluoromethyl)pyrimidine. ESI-MS (m/z): 471 [M+1]+. Starting materials: [BH3-]C#N, CO, COC(=O)Cc1ccc(OCC(C)=O)c(Cl)c1, NCC(O)c1cccc(Cl)c1, [Na+], c1ccccc1. Product: COC(=O)Cc1ccc(OCC(C)NCC(O)c2cccc(Cl)c2)c(Cl)c1. As a reaction SMILES: [C:35]([BH3-:36])#[N:37].[CH3:39][OH:40].[Cl:12][c:13]1[cH:14][c:15]([CH2:24][C:25](=[O:26])[O:27][CH3:28])[cH:16][cH:17][c:18]1[O:19][CH2:20][C:21]([CH3:22])=[O:23].[NH2:1][CH2:2][CH:3]([OH:4])[c:5]1[cH:6][c:7]([Cl:11])[cH:8][cH:9][cH:10]1.[Na+:38].[cH:29]1[cH:30][cH:31][cH:32][cH:33][cH:34]1>>[NH:1]([CH2:2][CH:3]([OH:4])[c:5]1[cH:6][c:7]([Cl:11])[cH:8][cH:9][cH:10]1)[CH:21]([CH2:20][O:19][c:18]1[c:13]([Cl:12])[cH:14][c:15]([CH2:24][C:25](=[O:26])[O:27][CH3:28])[cH:16][cH:17]1)[CH3:22]. The reactants are COC1=C(OCCN2CCC(CC2)C(=O)N)C=CC(=C1)[N+](=O)[O-] (1-[2-(2-methoxy-4-nitrophenoxy)ethyl]piperidine-4-carboxylic acid amide), ClCCl.CO.N (dichloromethane methanol ammonia). Yields the product NC1=CC(=C(OCCN2CCC(CC2)C(=O)N)C=C1)OC (1-[2-(4-amino-2-methoxyphenoxy)ethyl]piperidine-4-carboxylic acid amide). Reaction SMILES: [CH3:1][O:2][C:3]1[CH:20]=[C:19]([N+:21]([O-])=O)[CH:18]=[CH:17][C:4]=1[O:5][CH2:6][CH2:7][N:8]1[CH2:13][CH2:12][CH:11]([C:14]([NH2:16])=[O:15])[CH2:10][CH2:9]1.ClCCl.CO.N>>[NH2:21][C:19]1[CH:18]=[CH:17][C:4]([O:5][CH2:6][CH2:7][N:8]2[CH2:13][CH2:12][CH:11]([C:14]([NH2:16])=[O:15])[CH2:10][CH2:9]2)=[C:3]([O:2][CH3:1])[CH:20]=1 |f:1.2.3|. Procedure details: Prepared analogously to Example 3.1.b. from 1 g (3.1 mmol) of 1-[2-(2-methoxy-4-nitrophenoxy)ethyl]piperidine-4-carboxylic acid amide. Yield: 0.8 g (88% of theory); C15H23N3O3 (M=298.38); calc.: molecular ion peak (M+H)+: 294; found: molecular ion peak (M+H)+: 294; Rf value: 0.3 (silica gel, dichloromethane/methanol/ammonia (9:1:0.1)). Starting materials: C[O-], CCO, CO, C=CN(C=O)CCC(=O)OCC, [Na+], OCCO. Yields the product C=CN(C=O)CCC(=O)OCCO. As a reaction SMILES: [CH3:17][O-:18].[CH3:20][CH2:21][OH:22].[CH3:23][OH:24].[CH:1](=[CH2:2])[N:3]([CH:4]=[O:5])[CH2:6][CH2:7][C:8](=[O:9])[O:10][CH2:11][CH3:12].[Na+:19].[OH:13][CH2:14][CH2:15][OH:16]>>[CH:1](=[CH2:2])[N:3]([CH:4]=[O:5])[CH2:6][CH2:7][C:8](=[O:9])[O:10][CH2:11][CH2:12][OH:13]. Starting materials: OC1=CC=C(C=C1)C1=CC=C(C=C1)OCCCCCCCC (4'-hydroxy-4-octyloxy-biphenyl), 2S-2-(2'-tetrahydropyranyloxy)-4-methyl-pentyl-p-toluenesulfonate, C1CCOC1 (THF), C1(=CC=CC=C1)C (toluene), [H-].[Na+] (sodium hydride), C1CCOC1 (THF). Run in CN(C=O)C (N,N-dimethylformamide). Run at temperature 60 celsius. Product: C(CCCCCCC)OC1=CC=C(C=C1)C1=CC=C(C=C1)OCC(CC(C)C)O (1-(4'-octyloxy-4-biphenylyloxy)-4-methylpentan-2-ol). As a reaction SMILES: [H-].[Na+].[OH:3][C:4]1[CH:9]=[CH:8][C:7]([C:10]2[CH:15]=[CH:14][C:13]([O:16][CH2:17][CH2:18][CH2:19][CH2:20][CH2:21][CH2:22][CH2:23][CH3:24])=[CH:12][CH:11]=2)=[CH:6][CH:5]=1.[C:25]1([CH3:31])[CH:30]=C[CH:28]=[CH:27][CH:26]=1.C1C[O:35]CC1>CN(C)C=O>[CH2:17]([O:16][C:13]1[CH:14]=[CH:15][C:10]([C:7]2[CH:6]=[CH:5][C:4]([O:3][CH2:28][CH:27]([OH:35])[CH2:26][CH:25]([CH3:31])[CH3:30])=[CH:9][CH:8]=2)=[CH:11][CH:12]=1)[CH2:18][CH2:19][CH2:20][CH2:21][CH2:22][CH2:23][CH3:24] |f:0.1|. Reported procedure: THF (20 ml) was added to sodium hydride (55%) (1.7 g) and the solution was cooled, followed by adding to the solution, a solution of 4'-hydroxy-4-octyloxy-biphenyl (8 g) in THF (100 ml), successively adding a solution of 2S-2-(2'-tetrahydropyranyloxy)-4-methyl-pentyl-p-toluenesulfonate (10 g) obtained above in the item 2 in N,N-dimethylformamide (hereinafter abbreviated to DMF) (200 ml), heating the mixture at 80°-90° C. for 8 hours, cooling the resulting material, adding toluene (300 ml), washi...